This data is from the Open Reaction Database (ORD), a public repository of structured organic reaction records. The task is: describe an organic reaction: reactants, conditions, products, and yield Reactants: ClC1=C(C=C(C=C1[N+](=O)[O-])[N+](=O)[O-])C(F)(F)F (2-chloro-3,5-dinitrobenzotrifluoride), NC(=S)N (thiourea). Solvent: S1(=O)(=O)CCCC1 (sulpholane). Run at temperature 100 celsius, time 2.5 hour. Yields the product NC=1SC2=C(N1)C=C(C=C2C(F)(F)F)[N+](=O)[O-] (2-amino-5-nitro-7-trifluoromethylbenzothiazole). RXN SMILES: Cl[C:2]1[C:7]([N+:8]([O-])=O)=[CH:6][C:5]([N+:11]([O-:13])=[O:12])=[CH:4][C:3]=1[C:14]([F:17])([F:16])[F:15].[NH2:18][C:19](N)=[S:20]>S1(CCCC1)(=O)=O>[NH2:18][C:19]1[S:20][C:2]2[C:3]([C:14]([F:17])([F:16])[F:15])=[CH:4][C:5]([N+:11]([O-:13])=[O:12])=[CH:6][C:7]=2[N:8]=1. Procedure details: 13.5 g of 2-chloro-3,5-dinitrobenzotrifluoride is slowly introduced, with stirring, into a solution of 15.2 g of thiourea in 50 ml of sulpholane at 100° C. The mixture is stirred at 100° C. for a further 2.5 hours, cooled and the solid is filtered off with suction and the dry residue is thoroughly stirred with 50 ml of carbon disulphide. The solid is filtered off with suction and 7.5 g of material, which is homogeneous by chromatography and has a melting point of 303°-307° C. (decomposition), ar... The reactants are COC1=C(C(=O)OCC)C(=CC=C1OC)[N+](=O)[O-] (Ethyl 2,3-dimethoxy-6-nitrobenzoate), [H][H] (hydrogen). The reagents and catalysts are [Pd] (palladium on carbon). Solvent: C(C)O (ethanol). Product: NC1=CC=C(C(=C1C(=O)OCC)OC)OC (Ethyl 6-amino-2,3-dimethoxybenzoate). RXN SMILES: [CH3:1][O:2][C:3]1[C:13]([O:14][CH3:15])=[CH:12][CH:11]=[C:10]([N+:16]([O-])=O)[C:4]=1[C:5]([O:7][CH2:8][CH3:9])=[O:6].[H][H]>C(O)C.[Pd]>[NH2:16][C:10]1[C:4]([C:5]([O:7][CH2:8][CH3:9])=[O:6])=[C:3]([O:2][CH3:1])[C:13]([O:14][CH3:15])=[CH:12][CH:11]=1. Reported procedure: Ethyl 2,3-dimethoxy-6-nitrobenzoate (200 g, 0.979 mole) was dissolved in ethanol (2 L) containing 5% palladium on carbon and hydrogenated until the theoretical amount of hydrogen was absorbed. Filtration and removal of the solvent in vacuo provided the product as a yellow oil, 220.6 g (98.0%). The reactants are CCCC(C(=O)OC)n1c(=O)[nH]c2ccccc2c1=O, Cc1cc(C)c2c(C(C)(C)N(C)I)cn(C)c2c1, [K+], [K+], O=C([O-])[O-], CN(C)C=O. The product is CCCC(C(=O)OC)n1c(=O)c2ccccc2n(Cc2cn(C)c3cc(C)cc(C)c23)c1=O. As a reaction SMILES: [CH3:1][O:2][C:3]([CH:4]([CH2:5][CH2:6][CH3:7])[n:8]1[c:9](=[O:19])[nH:10][c:11]2[cH:12][cH:13][cH:14][cH:15][c:16]2[c:17]1=[O:18])=[O:20].[CH3:21][C:22]([c:23]1[cH:24][n:25]([CH3:34])[c:26]2[cH:27][c:28]([CH3:33])[cH:29][c:30]([CH3:32])[c:31]12)([CH3:35])[N:36]([I:37])[CH3:38].[K+:39].[K+:40].[O-:41][C:42]([O-:43])=[O:44].[O:45]=[CH:46][N:47]([CH3:48])[CH3:49]>>[CH3:1][O:2][C:3]([CH:4]([CH2:5][CH2:6][CH3:7])[n:8]1[c:9](=[O:19])[n:10]([CH2:22][c:23]2[cH:24][n:25]([CH3:34])[c:26]3[cH:27][c:28]([CH3:33])[cH:29][c:30]([CH3:32])[c:31]23)[c:11]2[cH:12][cH:13][cH:14][cH:15][c:16]2[c:17]1=[O:18])=[O:20]. Product: S1C2=C(C=C1)C(CC2)=O (5,6-dihydro-cyclopenta[b]thiophen-4-one). Run in ClCCl (dichloromethane), ClCCl (dichloromethane). As a reaction SMILES: [S:1]1[CH:5]=[CH:4][CH:3]=[C:2]1[CH2:6][CH2:7][C:8]([OH:10])=O.O=S(Cl)Cl.[Al+3].[Cl-].[Cl-].[Cl-]>ClCCl>[S:1]1[CH:5]=[CH:4][C:3]2[C:8](=[O:10])[CH2:7][CH2:6][C:2]1=2 |f:2.3.4.5|. Reactants: S1C(=CC=C1)CCC(=O)O (3-thiophene-2-yl-propionic acid), O=S(Cl)Cl (SOCl2), [Al+3].[Cl-].[Cl-].[Cl-] (AlCl3). Reported procedure: To a solution of 3-thiophene-2-yl-propionic acid (Intermediate AC) (1.75 g, 0.01122 mol) in dichloromethane (50 mL) was added SOCl2 (1.67 mL, 0.02244 mol) and stirred at room temperature for 6 h. This solution was added dropwise to a suspension of AlCl3 (2.98 g, 0.02244 mol) in dichloromethane (50 mL) over 45 minutes. The resulting mixture was stirred at room temperature for 12 h. The system was quenched by dropwise addition of water (10 mL) and extracted with dichloromethane. The organics were ... Run at time 6 hour.